This data is from the Open Reaction Database (ORD), a public repository of structured organic reaction records. The task is: describe an organic reaction: reactants, conditions, products, and yield The reactants are C[Al](C)C, COC(=O)c1ccc(OCc2c(-c3ccc(F)cc3)noc2CO)nc1, NC1CC1, C1COCCO1. The product is O=C(NC1CC1)c1ccc(OCc2c(-c3ccc(F)cc3)noc2CO)nc1. As a reaction SMILES: [CH3:1][Al:2]([CH3:3])[CH3:4].[CH3:9][O:10][C:11]([c:12]1[cH:13][n:14][c:15]([O:18][CH2:19][c:20]2[c:21](-[c:27]3[cH:28][cH:29][c:30]([F:33])[cH:31][cH:32]3)[n:22][o:23][c:24]2[CH2:25][OH:26])[cH:16][cH:17]1)=[O:34].[CH:5]1([NH2:8])[CH2:6][CH2:7]1.[O:35]1[CH2:36][CH2:37][O:38][CH2:39][CH2:40]1>>[CH:5]1([NH:8][C:11](=[O:10])[c:12]2[cH:13][n:14][c:15]([O:18][CH2:19][c:20]3[c:21](-[c:27]4[cH:28][cH:29][c:30]([F:33])[cH:31][cH:32]4)[n:22][o:23][c:24]3[CH2:25][OH:26])[cH:16][cH:17]2)[CH2:6][CH2:7]1. Starting materials: BrC1=CC=2C(N(CC(OC2N=C1)CCCl)C)=O (7-bromo-2-(2-chloroethyl)-2,3-dihydro-4-methylpyrido[3,2-f]-1,4-oxazepin-5(4H)-one), P12(=S)SP3(=S)SP(=S)(S1)SP(=S)(S2)S3 (phosphorus pentasulfide). Solvent: C1(=CC=CC=C1)C (toluene), C(C)#N (acetonitrile). The product is BrC1=CC=2C(N(CC(OC2N=C1)CCCl)C)=S (7-Bromo-2-[2-chloroethyl)-2,3-dihydro-4-methylpyrido[3,2-f][1,4]oxazepine-5(4H)-thione). Yield: 59.6%. RXN SMILES: [Br:1][C:2]1[CH:12]=[N:11][C:10]2[O:9][CH:8]([CH2:13][CH2:14][Cl:15])[CH2:7][N:6]([CH3:16])[C:5](=O)[C:4]=2[CH:3]=1.P12(SP3(SP(SP(S3)(S1)=S)(=S)S2)=S)=[S:19]>C(#N)C.C1(C)C=CC=CC=1>[Br:1][C:2]1[CH:12]=[N:11][C:10]2[O:9][CH:8]([CH2:13][CH2:14][Cl:15])[CH2:7][N:6]([CH3:16])[C:5](=[S:19])[C:4]=2[CH:3]=1. Procedure: To a solution of 5.9 g (0.016 mole) of 7-bromo-2-(2-chloroethyl)-2,3-dihydro-4-methylpyrido[3,2-f]-1,4-oxazepin-5(4H)-one in 25 ml of acetonitrile was added 2.07 g (0.005 mole) of phosphorus pentasulfide. The mixture was heated to reflux for 3 hr. The reaction mixture was diluted with 100 ml of toluene and filtered. The filtrate was washed with 3×50 ml of saturated sodium bicarbonate and 50 ml of water, dried over sodium sulfate, filtered, and concentrated by rotary evaporation to ~5-10 ml. Crys... The reactants are ClCCCCOC1=C(C=O)C=C(C=C1)[N+](=O)[O-] (2-(4-chlorobutoxy)-5-nitrobenzaldehyde), C(CC)(=O)CC(=O)OCC (ethyl propionylacetate), N1CCCCC1 (piperidine), C(C)(=O)O (acetic acid), C1=CC=CC=C1 (benzene). Yields the product C(C)C=1NC(=C(C(C1C(=O)OCC)C1=C(C=CC(=C1)[N+](=O)[O-])OCCCCCl)C(=O)OCC)C (diethyl 2-ethyl-4-[2-(4-chlorobutoxy)-5-nitrophenyl]-6-methyl-1,4-dihydropyridine-3,5-dicarboxylate). RXN SMILES: [Cl:1][CH2:2][CH2:3][CH2:4][CH2:5][O:6][C:7]1[CH:14]=[CH:13][C:12]([N+:15]([O-:17])=[O:16])=[CH:11][C:8]=1[CH:9]=O.[C:18]([CH2:22][C:23]([O:25][CH2:26][CH3:27])=[O:24])(=O)[CH2:19][CH3:20].[NH:28]1CCC[CH2:30][CH2:29]1.[C:34]([OH:37])(=[O:36])[CH3:35].[CH:38]1C=CC=C[CH:39]=1>>[CH2:19]([C:18]1[NH:28][C:29]([CH3:30])=[C:35]([C:34]([O:37][CH2:38][CH3:39])=[O:36])[CH:9]([C:8]2[CH:11]=[C:12]([N+:15]([O-:17])=[O:16])[CH:13]=[CH:14][C:7]=2[O:6][CH2:5][CH2:4][CH2:3][CH2:2][Cl:1])[C:22]=1[C:23]([O:25][CH2:26][CH3:27])=[O:24])[CH3:20]. Procedure details: In 106 ml of dry benzene were dissolved 13.0 g of 2-(4-chlorobutoxy)-5-nitrobenzaldehyde, 7.28 g of ethyl propionylacetate, 0.20 ml of piperidine and 0.62 ml of acetic acid, and the solution was refluxed for 9 hours while removing water using a Dean-Stark trap. After cooling the reaction solution, 6.52 g of ethyl 3-aminocrotonate was added to the solution, and the mixture was refluxed under heating for 11 hours. After cooling the mixture, precipitated crude crystals were collected by filtration,... Starting materials: C1(=CC=CC=C1)NC=1N=C(C=2N=CN([C@H]3[C@H](O)[C@H](O)[C@@H](CO)O3)C2N1)O (2-phenylaminoinosine), C(C)(=O)OC(C)=O (acetic anhydride). The solvent is N1=CC=CC=C1 (pyridine). Conditions: time 3 hour. Product: C1(=CC=CC=C1)NC=1N=C(C=2N=CN([C@H]3[C@H](OC(C)=O)[C@H](OC(C)=O)[C@@H](COC(C)=O)O3)C2N1)O (2-phenylamino-2',3',5'-tri-O-acetylinosine). As a reaction SMILES: [C:1]1([NH:7][C:8]2[N:9]=[C:10]([OH:26])[C:11]3[N:12]=[CH:13][N:14]([C:24]=3[N:25]=2)[C@@H:15]2[O:23][C@H:20]([CH2:21][OH:22])[C@@H:18]([OH:19])[C@H:16]2[OH:17])[CH:6]=[CH:5][CH:4]=[CH:3][CH:2]=1.C(O[C:31](=[O:33])[CH3:32])(=O)C>N1C=CC=CC=1>[C:1]1([NH:7][C:8]2[N:9]=[C:10]([OH:26])[C:11]3[N:12]=[CH:13][N:14]([C:24]=3[N:25]=2)[C@@H:15]2[O:23][C@H:20]([CH2:21][O:22][C:31](=[O:33])[CH3:32])[C@@H:18]([O:19][C:18](=[O:19])[CH3:20])[C@H:16]2[O:17][C:16](=[O:17])[CH3:15])[CH:2]=[CH:3][CH:4]=[CH:5][CH:6]=1. Procedure: In 100 parts by volume of pyridine is suspended 10 parts by weight of 2-phenylaminoinosine and 50 parts by weight of acetic anhydride is added dropwise. The mixture is stirred for 3 hours, at the end of which time it is concentrated under reduced pressure. The residue is recrystallized from 5 parts by volume of methanol. The procedure gives 2 parts by weight of 2-phenylamino-2',3',5'-tri-O-acetylinosine in the form of colorless flocs. Reactants: CC1C(c2ccccc2)OCN1C, CC=Cc1cc(OC)c2c(c1)C(C)C(c1ccc(O)c(OC)c1)O2. Yields the product CC=Cc1cc(OC)c2c(c1)C(C)C(c1cc(CN(C)C(C)C(O)c3ccccc3)c(O)c(OC)c1)O2. Reaction SMILES: [CH3:25][N:26]1[CH2:27][O:28][CH:29]([c:32]2[cH:33][cH:34][cH:35][cH:36][cH:37]2)[CH:30]1[CH3:31].[OH:1][c:2]1[c:3]([O:23][CH3:24])[cH:4][c:5]([CH:8]2[O:9][c:10]3[c:11]([cH:14][c:15]([CH:20]=[CH:21][CH3:22])[cH:16][c:17]3[O:18][CH3:19])[CH:12]2[CH3:13])[cH:6][cH:7]1>>[OH:1][c:2]1[c:3]([O:23][CH3:24])[cH:4][c:5]([CH:8]2[O:9][c:10]3[c:11]([cH:14][c:15]([CH:20]=[CH:21][CH3:22])[cH:16][c:17]3[O:18][CH3:19])[CH:12]2[CH3:13])[cH:6][c:7]1[CH2:27][N:26]([CH3:25])[CH:30]([CH:29]([OH:28])[c:32]1[cH:33][cH:34][cH:35][cH:36][cH:37]1)[CH3:31].